From a dataset of the Open Reaction Database (ORD), a public repository of structured organic reaction records. describe an organic reaction: reactants, conditions, products, and yield Starting materials: C[C@@H]1CNCCN1, CC(=O)OCC1=C2C(=CC=C1)C(=O)C=C(O2)C3=CC=C(C=C3)Br. Reagents/catalysts: C(=O)([O-])[O-].[Cs+].[Cs+], C1=CC=C(C=C1)P(C2=CC=CC=C2)C3=C(C4=CC=CC=C4C=C3)C5=C(C=CC6=CC=CC=C65)P(C7=CC=CC=C7)C8=CC=CC=C8, CC(=O)O.CC(=O)O.[Pd]. Solvent: CC1=CC=CC=C1. Reaction conditions: temperature 110 celsius. Yields the product C[C@@H]1CN(CCN1)C2=CC=C(C=C2)C3=CC(=O)C4=CC=CC(=C4O3)CO. The yield is 13.3%. Procedure details: diacetoxypalladium (6.02 mg, 0.03 mmol) was added to a degassed mixture of (2-(4-bromophenyl)-4-oxo-4H-chromen-8-yl)methyl acetate (200 mg, 0.54 mmol), 2,2'-bis(diphenylphosphino)-1,1'-binaphthalene (25.03 mg, 0.04 mmol) and cesium carbonate (244 mg, 0.75 mmol) in toluene (5 mL). The resulting suspension was stirred at 110 °C for 3 hours under nitrogen (see note 1). More diacetoxypalladium (6.02 mg, 0.03 mmol) was added and the reaction mixture was heated to 110°C for 1 hour and again could see ... Reactants: CCOC(=O)Cc1ccc(NC(=O)CCc2cnn(-c3ccccc3)c2-c2ccccc2)cc1, CCO, Cl, [Na+], [OH-]. The product is O=C(O)Cc1ccc(NC(=O)CCc2cnn(-c3ccccc3)c2-c2ccccc2)cc1. Reaction SMILES: [CH2:1]([CH3:2])[O:3][C:4](=[O:5])[CH2:6][c:7]1[cH:8][cH:9][c:10]([NH:13][C:14]([CH2:15][CH2:16][c:17]2[cH:18][n:19][n:20](-[c:28]3[cH:29][cH:30][cH:31][cH:32][cH:33]3)[c:21]2-[c:22]2[cH:23][cH:24][cH:25][cH:26][cH:27]2)=[O:34])[cH:11][cH:12]1.[CH3:38][CH2:39][OH:40].[ClH:37].[Na+:36].[OH-:35]>>[O:3]=[C:4]([OH:5])[CH2:6][c:7]1[cH:8][cH:9][c:10]([NH:13][C:14]([CH2:15][CH2:16][c:17]2[cH:18][n:19][n:20](-[c:28]3[cH:29][cH:30][cH:31][cH:32][cH:33]3)[c:21]2-[c:22]2[cH:23][cH:24][cH:25][cH:26][cH:27]2)=[O:34])[cH:11][cH:12]1. Procedure details: 200 mg of 4,6-dichloropyrimidine, 252 mg of 1-aminoadamantane hydrochloride and 452 mg of DIPEA were dissolved in 2 mL of i-PrOH and the mixture obtained was charged into a screw cap vial and the vial was kept overnight in a heating block at 90° C. The reaction was monitored by TLC and was completed after 12 hours. The mixture obtained was cooled to r.t., solvent was evaporated and N-adamant-1-yl-6-chloropyrimidin-4-amine was obtained by column chromatography using PE:EtOAc 10:1. RXN SMILES: Cl[C:2]1[CH:7]=[C:6]([Cl:8])[N:5]=[CH:4][N:3]=1.Cl.[NH2:10][C:11]12[CH2:20][CH:15]3[CH2:16][CH:17]([CH2:19][CH:13]([CH2:14]3)[CH2:12]1)[CH2:18]2.CCN(C(C)C)C(C)C>CC(O)C>[C:11]12([NH:10][C:2]3[CH:7]=[C:6]([Cl:8])[N:5]=[CH:4][N:3]=3)[CH2:18][CH:17]3[CH2:16][CH:15]([CH2:14][CH:13]([CH2:19]3)[CH2:12]1)[CH2:20]2 |f:1.2|. Run in CC(C)O (i-PrOH). Run at time 8 hour. The product is C12(CC3CC(CC(C1)C3)C2)NC2=NC=NC(=C2)Cl (N-adamant-1-yl-6-chloropyrimidin-4-amine). The reactants are ClC1=NC=NC(=C1)Cl (4,6-dichloropyrimidine), Cl.NC12CC3CC(CC(C1)C3)C2 (1-aminoadamantane hydrochloride), CCN(C(C)C)C(C)C (DIPEA). Procedure: A solution of Example 94A (0.040 g, 0.089 mmol), triethylphosphono-acetate (0.030 g., 0.130 mmol) and cesium carbonate (0.109 g, 0.336 mmol) in toluene (1 mL) was stirred at 80° C. for 16 hours and then diluted with EtOAc (10 mL) and brine (25 mL). The layers were separated and the organic layer was dried (Na2SO4), filtered and concentrated under reduced pressure. The residue was purified by HPLC using aqueous 0.1% TFA and CH3CN to provide the titled compound (1H NMR (300 MHz, DMSO-d6) δ 9.85 (s... Solvent: [Cl-].[Na+].O (brine), C1(=CC=CC=C1)C (toluene). Reaction SMILES: [CH3:1][O:2][C:3]1[CH:12]=[CH:11][CH:10]=[C:9]2[C:4]=1[C:5]1[CH:26]=[CH:25][C:24]([NH:27][S:28]([CH3:31])(=[O:30])=[O:29])=[CH:23][C:6]=1[CH:7]([C:13]1[CH:18]=[CH:17][CH:16]=[C:15]([O:19][CH2:20][CH:21]=O)[CH:14]=1)[O:8]2.C(=O)([O-])[O-].[Cs+].[Cs+].[CH3:38][CH2:39][O:40][C:41]([CH3:43])=[O:42]>C1(C)C=CC=CC=1.[Cl-].[Na+].O>[CH3:1][O:2][C:3]1[CH:12]=[CH:11][CH:10]=[C:9]2[C:4]=1[C:5]1[CH:26]=[CH:25][C:24]([NH:27][S:28]([CH3:31])(=[O:30])=[O:29])=[CH:23][C:6]=1[CH:7]([C:13]1[CH:14]=[C:15]([CH:16]=[CH:17][CH:18]=1)[O:19][CH2:20]/[CH:21]=[CH:43]/[C:41]([O:40][CH2:39][CH3:38])=[O:42])[O:8]2 |f:1.2.3,6.7.8|. The reactants are CCOC(=O)C (EtOAc), COC1=C2C3=C(C(OC2=CC=C1)C1=CC(=CC=C1)OCC=O)C=C(C=C3)NS(=O)(=O)C (N-{1-methoxy-6-[3-(2-oxoethoxy)phenyl]-6H-benzo[c]chromen-8-yl}methanesulfonamide), triethylphosphono-acetate, C([O-])([O-])=O.[Cs+].[Cs+] (cesium carbonate). Product: COC1=C2C3=C(C(OC2=CC=C1)C=1C=C(OC/C=C/C(=O)OCC)C=CC1)C=C(C=C3)NS(=O)(=O)C (ethyl (2E)-4-(3-{1-methoxy-8-[(methylsulfonyl)amino]-6H-benzo[c]chromen-6-yl}phenoxy)-2-butenoate). Starting materials: CC(=O)Cl, CCN(C(C)C)C(C)C, COc1ccc(N2CCOCC2)c2sc(-c3nc4c([nH]3)CCNCC4)nc12, Cl, C1CCOC1. Product: COc1ccc(N2CCOCC2)c2sc(-c3nc4c([nH]3)CCN(C(C)=O)CC4)nc12. RXN SMILES: [C:38]([CH3:39])(=[O:40])[Cl:41].[CH2:29]([N:30]([CH:31]([CH3:32])[CH3:33])[CH:34]([CH3:35])[CH3:36])[CH3:37].[CH3:2][O:3][c:4]1[cH:5][cH:6][c:7]([N:23]2[CH2:24][CH2:25][O:26][CH2:27][CH2:28]2)[c:8]2[c:9]1[n:10][c:11](-[c:13]1[n:14][c:15]3[c:16]([nH:22]1)[CH2:17][CH2:18][NH:19][CH2:20][CH2:21]3)[s:12]2.[ClH:1].[O:42]1[CH2:43][CH2:44][CH2:45][CH2:46]1>>[CH3:2][O:3][c:4]1[cH:5][cH:6][c:7]([N:23]2[CH2:24][CH2:25][O:26][CH2:27][CH2:28]2)[c:8]2[c:9]1[n:10][c:11](-[c:13]1[n:14][c:15]3[c:16]([nH:22]1)[CH2:17][CH2:18][N:19]([C:38]([CH3:39])=[O:40])[CH2:20][CH2:21]3)[s:12]2. Product: C(C)NC1CC=C(CC1)C1=CNC2=CC(=CC=C12)NC(=N)C=1SC=CC1 (N-(3-(4-(Ethylamino)cyclohex-1-enyl)-1H-indol-6-yl)thiophene-2-carboximidamide). Conditions: time 2 hour. Procedure: A solution of compound 131 (0.08 g, 0.172 mmol) was treated with 20% TFA in CH2Cl2 (10 mL) at 0° C. and stirring was continued for 2 h at same temperature. Solvent was evaporated and crude was diluted with 10% aq. NH4OH (25 mL) and product was extracted into CH2Cl2 (2 20 mL). The combined CH2Cl2 layer washed with brine (15 mL) and dried (Na2SO4). Solvent was evaporated and crude was purified by column chromatography (2M NH3 in MeOH: CH2Cl2, 1:9) to obtain compound 132 (0.055 g, 89%) as a solid. ... Reaction SMILES: [CH2:1]([N:3]([CH:11]1[CH2:16][CH2:15][C:14]([C:17]2[C:25]3[C:20](=[CH:21][C:22]([NH:26][C:27]([C:29]4[S:30][CH:31]=[CH:32][CH:33]=4)=[NH:28])=[CH:23][CH:24]=3)[NH:19][CH:18]=2)=[CH:13][CH2:12]1)C(=O)OC(C)(C)C)[CH3:2].C(O)(C(F)(F)F)=O>C(Cl)Cl>[CH2:1]([NH:3][CH:11]1[CH2:16][CH2:15][C:14]([C:17]2[C:25]3[C:20](=[CH:21][C:22]([NH:26][C:27]([C:29]4[S:30][CH:31]=[CH:32][CH:33]=4)=[NH:28])=[CH:23][CH:24]=3)[NH:19][CH:18]=2)=[CH:13][CH2:12]1)[CH3:2]. Solvent: C(Cl)Cl (CH2Cl2). The yield is 87.7%. Starting materials: C(C)N(C(OC(C)(C)C)=O)C1CC=C(CC1)C1=CNC2=CC(=CC=C12)NC(=N)C=1SC=CC1 (tert-Butyl ethyl(4-(6-(thiophene-2-carboximidamido)-1H-indol-3-yl)cyclohex-3-enyl)carbamate), C(=O)(C(F)(F)F)O (TFA). Starting materials: CN1CCOCC1 (N-Methylmorpholine), Cl.CN(CCCN=C=NCC)C (1-(3-dimethylaminopropyl)-3-ethylcarbodiimide hydrochloride), C(C)(C)(C)OC(=O)NCC(=O)N[C@H]1C[C@@H](N(C1)C(=O)OC(C)(C)C)C(=O)O (trans-4-(N-tert-butoxycarbonylglycylamino)-N-tert-butoxycarbonyl-D-proline), ClC=1C=C(OC2CCNCC2)C=C(C1)Cl (4-(3,5-dichlorophenoxy)piperidine), ON1N=NC2=C1C=CC=C2 (1-hydroxybenzotriazole). The solvent is O1CCCC1 (tetrahydrofuran), CN(C=O)C (N,N-dimethylformamide). Run at time 12 hour. Yields the product Cl.Cl.ClC=1C=C(OC2CCNCC2)C=C(C1)Cl (4-(3,5dichlorophenoxy)piperidine Dihydrochloride). Isolated yield 347.7%. Reaction SMILES: CN1CCOCC1.[ClH:8].CN(C)CCCN=C=NCC.C(OC(NCC(N[C@@H]1CN(C(OC(C)(C)C)=O)[C@@H](C(O)=O)C1)=O)=O)(C)(C)C.[Cl:47][C:48]1[CH:49]=[C:50]([CH:58]=[C:59]([Cl:61])[CH:60]=1)[O:51][CH:52]1[CH2:57][CH2:56][NH:55][CH2:54][CH2:53]1.ON1C2C=CC=CC=2N=N1>O1CCCC1.CN(C)C=O>[ClH:47].[ClH:8].[Cl:47][C:48]1[CH:49]=[C:50]([CH:58]=[C:59]([Cl:61])[CH:60]=1)[O:51][CH:52]1[CH2:57][CH2:56][NH:55][CH2:54][CH2:53]1 |f:1.2,8.9.10|. Procedure: N-Methylmorpholine (70 μL) and 1-(3-dimethylaminopropyl)-3-ethylcarbodiimide hydrochloride (114 mg) were added to a solution of trans-4-(N-tert-butoxycarbonylglycylamino)-N-tert-butoxycarbonyl-D-proline (Compound D105 (F), 220 mg), 4-(3,5-dichlorophenoxy)piperidine (154 mg) and 1-hydroxybenzotriazole (85 mg) in tetrahydrofuran (8 mL) and N,N-dimethylformamide (2 mL) at room temperature. After stirring at room temperature for 12 hr, the reaction mixture was partitioned between ethyl acetate and 1... Reactants: O=C1CCCC(C2=C1SC=C2)NC(=O)N (5,6,7,8-tetrahydro-8-oxo-4H-cyclohepta[b]thien-4-ylurea), C(C)O (ethanol), [BH4-].[Na+] (sodium borohydride). The solvent is O (water). Reaction conditions: time 5.5 hour. Product: O[C@@H]1CCC[C@H](C2=C1SC=C2)NC(=O)N (trans-5,6,7,8-tetrahydro-8-hydroxy-4H-cyclohepta[b]thien-4-ylurea). As a reaction SMILES: [O:1]=[C:2]1[C:8]2[S:9][CH:10]=[CH:11][C:7]=2[CH:6]([NH:12][C:13]([NH2:15])=[O:14])[CH2:5][CH2:4][CH2:3]1.C(O)C.[BH4-].[Na+]>O>[OH:1][C@H:2]1[C:8]2[S:9][CH:10]=[CH:11][C:7]=2[C@H:6]([NH:12][C:13]([NH2:15])=[O:14])[CH2:5][CH2:4][CH2:3]1 |f:2.3|. Procedure details: A sample of 1.72 g. of 5,6,7,8-tetrahydro-8-oxo-4H-cyclohepta[b]thien-4-ylurea is stirred in 120 ml. of absolute ethanol and 0.5 g. of sodium borohydride is added. After 5.5 hours, 50 ml. of water is added to the mixture and the mixture is evaporated to dryness in vacuo. Acetone is added to the residue and the mixture is evaporated to dryness. The residue is then extracted with 3×75 ml. portions of boiling acetone, the acetone solution being decanted each time. The combined acetone solutions are... The reactants are COC(=O)C=1N(C2=NC(=CC=C2C(C1CC1=CC=C(C=C1)C(CBr)=O)=O)C)C1=CC=CC=C1 (3-[4-(2-bromo-acetyl)-benzyl]-7-methyl-4-oxo-1-phenyl-1,4-dihydro-[1,8]naphthyridine-2-carboxylic acid methyl ester), C(=O)[O-].[Na+] (sodium formate). The solvent is CCO (EtOH). Conditions: temperature 80 celsius. Product: COC(=O)C=1N(C2=NC(=CC=C2C(C1CC1=CC=C(C=C1)C(CO)=O)=O)C)C1=CC=CC=C1 (3-[4-(2-hydroxy-acetyl)-benzyl]-7-methyl-4-oxo-1-phenyl-1,4-dihydro-[1,8]naphthyridine-2-carboxylic acid methyl ester). The yield is 42.2%. As a reaction SMILES: [CH3:1][O:2][C:3]([C:5]1[N:6]([C:28]2[CH:33]=[CH:32][CH:31]=[CH:30][CH:29]=2)[C:7]2[C:12]([C:13](=[O:26])[C:14]=1[CH2:15][C:16]1[CH:21]=[CH:20][C:19]([C:22](=[O:25])[CH2:23]Br)=[CH:18][CH:17]=1)=[CH:11][CH:10]=[C:9]([CH3:27])[N:8]=2)=[O:4].C([O-])=[O:35].[Na+]>CCO>[CH3:1][O:2][C:3]([C:5]1[N:6]([C:28]2[CH:33]=[CH:32][CH:31]=[CH:30][CH:29]=2)[C:7]2[C:12]([C:13](=[O:26])[C:14]=1[CH2:15][C:16]1[CH:21]=[CH:20][C:19]([C:22](=[O:25])[CH2:23][OH:35])=[CH:18][CH:17]=1)=[CH:11][CH:10]=[C:9]([CH3:27])[N:8]=2)=[O:4] |f:1.2|. Procedure: A mixture of 3-[4-(2-bromo-acetyl)-benzyl]-7-methyl-4-oxo-1-phenyl-1,4-dihydro-[1,8]naphthyridine-2-carboxylic acid methyl ester (38 mg, 0.075 mmol) and sodium formate (25.5 mg, 5 eq.) in EtOH (15 mL) was heated at 80° C. overnight. The reaction mixture was concentrated under reduced pressure and filtered. The crude residue was purified by preparative TLC (EtOAc/hexane, 60/40) to afford 14 mg of 3-[4-(2-hydroxy-acetyl)-benzyl]-7-methyl-4-oxo-1-phenyl-1,4-dihydro-[1,8]naphthyridine-2-carboxylic a...